describe an organic reaction: reactants, conditions, products, and yield From a dataset of the Open Reaction Database (ORD), a public repository of structured organic reaction records. The reactants are COC(=O)Cl, ClCCl, CCOCC, COCOC1CC2=NOCC2C(O)C1O, c1ccncc1. The product is COCOC1CC2=NOCC2C(O)C1OC(=O)OC. As a reaction SMILES: [C:22]([O:23][CH3:24])(=[O:25])[Cl:26].[CH2:27]([Cl:28])[Cl:29].[CH3:30][CH2:31][O:32][CH2:33][CH3:34].[OH:1][CH:2]1[CH:3]([OH:15])[CH:4]([O:11][CH2:12][O:13][CH3:14])[CH2:5][C:6]2=[N:10][O:9][CH2:8][CH:7]12.[cH:16]1[cH:17][cH:18][n:19][cH:20][cH:21]1>>[OH:1][CH:2]1[CH:3]([O:15][C:22]([O:23][CH3:24])=[O:25])[CH:4]([O:11][CH2:12][O:13][CH3:14])[CH2:5][C:6]2=[N:10][O:9][CH2:8][CH:7]12. Yields the product BrCC(=O)C1=NC2=CC=C(C=C2N=C1)Br (2-bromo-1-(6-bromoquinoxalin-2-yl)ethanone). Procedure: NBS (55.1 mg, 0.310 mmol) was added to a solution of 6-bromo-2-(1-ethoxyvinyl)quinoxaline (72 mg, 0.26 mmol) in THF (2 mL) and water (0.500 mL) and the mixture was stirred at rt for 2 h. The reaction was diluted with MeOH and purified by prep HPLC (H2O-MeOH with 10 mM NH4OAc buffer) to yield 2-bromo-1-(6-bromoquinoxalin-2-yl)ethanone (50 mg, 0.15 mmol, 59% yield) as white solid. LC-MS retention time 2.40 min; m/z 329 [M+H]+. (Column PHENOMENEX® Luna 3.0×50 mm S10. Solvent A=90% water: 10% methan... Reaction conditions: time 2 hour. Solvent: C1CCOC1 (THF), O (water), CO (MeOH). The reactants are C1CC(=O)N(C1=O)Br (NBS), BrC=1C=C2N=CC(=NC2=CC1)C(=C)OCC (6-bromo-2-(1-ethoxyvinyl)quinoxaline). Yield: 57.7%. Reaction SMILES: C1C(=O)N([Br:8])C(=O)C1.[Br:9][C:10]1[CH:11]=[C:12]2[C:17](=[CH:18][CH:19]=1)[N:16]=[C:15]([C:20]([O:22]CC)=[CH2:21])[CH:14]=[N:13]2>C1COCC1.O.CO>[Br:8][CH2:22][C:20]([C:15]1[CH:14]=[N:13][C:12]2[C:17](=[CH:18][CH:19]=[C:10]([Br:9])[CH:11]=2)[N:16]=1)=[O:21]. Starting materials: Fc1ccc(CCN2CCC(N3CCc4ccc(CCl)cc43)CC2)cc1, [H-], [Na+], O=C1CSC(=O)N1. The product is Cl, O=C1CSC(=O)N1Cc1ccc2c(c1)N(C1CCN(CCc3ccc(F)cc3)CC1)CC2. RXN SMILES: [F:10][c:11]1[cH:12][cH:13][c:14]([CH2:15][CH2:16][N:17]2[CH2:18][CH2:19][CH:20]([N:23]3[CH2:24][CH2:25][c:26]4[cH:27][cH:28][c:29]([CH2:32][Cl:33])[cH:30][c:31]43)[CH2:21][CH2:22]2)[cH:34][cH:35]1.[H-:8].[Na+:9].[S:1]1[C:2](=[O:7])[NH:3][C:4](=[O:6])[CH2:5]1>>[ClH:33].[S:1]1[C:2](=[O:7])[N:3]([CH2:32][c:29]2[cH:28][cH:27][c:26]3[c:31]([cH:30]2)[N:23]([CH:20]2[CH2:19][CH2:18][N:17]([CH2:16][CH2:15][c:14]4[cH:13][cH:12][c:11]([F:10])[cH:35][cH:34]4)[CH2:22][CH2:21]2)[CH2:24][CH2:25]3)[C:4](=[O:6])[CH2:5]1. Reactants: O=C([O-])O, CCOC(C)=O, Cc1cc(B2OC(C)(C)C(C)(C)O2)cc(C)c1O, COCCOC, CCC(=O)c1cc(Cl)nnc1OC, [Na+], [Na+], [Na+], O=C([O-])[O-], [Pd], c1ccc(P(c2ccccc2)c2ccccc2)cc1, c1ccc(P(c2ccccc2)c2ccccc2)cc1, c1ccc(P(c2ccccc2)c2ccccc2)cc1, c1ccc(P(c2ccccc2)c2ccccc2)cc1. Product: CCC(=O)c1cc(-c2cc(C)c(O)c(C)c2)nnc1OC. Reaction SMILES: [C:38](=[O:39])([OH:40])[O-:41].[CH3:126][CH2:127][O:128][C:129](=[O:130])[CH3:131].[CH3:14][c:15]1[c:16]([OH:31])[c:17]([CH3:30])[cH:18][c:19]([B:21]2[O:22][C:23]([CH3:24])([CH3:25])[C:26]([CH3:27])([CH3:28])[O:29]2)[cH:20]1.[CH3:43][O:44][CH2:45][CH2:46][O:47][CH3:48].[Cl:1][c:2]1[cH:3][c:4]([C:10]([CH2:11][CH3:12])=[O:13])[c:5]([O:8][CH3:9])[n:6][n:7]1.[Na+:32].[Na+:33].[Na+:42].[O-:34][C:35](=[O:36])[O-:37].[Pd:49].[c:107]1([P:108]([c:109]2[cH:110][cH:111][cH:112][cH:113][cH:114]2)[c:115]2[cH:116][cH:117][cH:118][cH:119][cH:120]2)[cH:121][cH:122][cH:123][cH:124][cH:125]1.[c:50]1([P:51]([c:52]2[cH:53][cH:54][cH:55][cH:56][cH:57]2)[c:58]2[cH:59][cH:60][cH:61][cH:62][cH:63]2)[cH:64][cH:65][cH:66][cH:67][cH:68]1.[c:69]1([P:70]([c:71]2[cH:72][cH:73][cH:74][cH:75][cH:76]2)[c:77]2[cH:78][cH:79][cH:80][cH:81][cH:82]2)[cH:83][cH:84][cH:85][cH:86][cH:87]1.[c:88]1([P:89]([c:90]2[cH:91][cH:92][cH:93][cH:94][cH:95]2)[c:96]2[cH:97][cH:98][cH:99][cH:100][cH:101]2)[cH:102][cH:103][cH:104][cH:105][cH:106]1>>[c:2]1(-[c:19]2[cH:18][c:17]([CH3:30])[c:16]([OH:31])[c:15]([CH3:14])[cH:20]2)[cH:3][c:4]([C:10]([CH2:11][CH3:12])=[O:13])[c:5]([O:8][CH3:9])[n:6][n:7]1. Reactants: ClC(CCC=C)C (5-chloro-1-hexene), C/C=1/C(=O)OC(\C1)=O (methylmaleic anhydride), O1CC1CCCCCCCCCCCCCCCC (1,2-epoxy octadecane), styrene-maleic anhydride copolymer, C(C(C)(C)C)(=O)OOC(C)(C)C (t-butyl peroxypivalate). The solvent is N1=CC=CC=C1 (pyridine). Product: C=CCCCCCCCCCCCCCCCC (1-octadecene), C=CC1=CC=CC=C1 (styrene), Cl/C=1/C(=O)OC(\C1)=O (chloromaleic anhydride), O1C(C)(C1CCC)C1=CC=CC=C1 (2,3 -epoxy-2-phenylhexane). Reaction SMILES: [Cl:1][CH:2](C)[CH2:3][CH2:4][CH:5]=[CH2:6].[CH3:8][C:9]1[C:10]([O:12][C:13](=[O:15])[CH:14]=1)=[O:11].O1[CH:18]([CH2:19][CH2:20][CH2:21][CH2:22][CH2:23][CH2:24][CH2:25][CH2:26][CH2:27][CH2:28][CH2:29][CH2:30][CH2:31][CH2:32][CH2:33][CH3:34])[CH2:17]1.C(O[O:42][C:43]([CH3:46])([CH3:45])[CH3:44])(=O)C(C)(C)C>N1C=CC=CC=1>[CH2:17]=[CH:18][CH2:19][CH2:20][CH2:21][CH2:22][CH2:23][CH2:24][CH2:25][CH2:26][CH2:27][CH2:28][CH2:29][CH2:30][CH2:31][CH2:32][CH2:33][CH3:34].[CH2:34]=[CH:33][C:32]1[CH:27]=[CH:28][CH:29]=[CH:30][CH:31]=1.[Cl:1][C:9]1[C:10]([O:12][C:13](=[O:15])[CH:14]=1)=[O:11].[O:42]1[CH:45]([CH2:8][CH2:9][CH3:14])[C:43]1([C:44]1[CH:2]=[CH:3][CH:4]=[CH:5][CH:6]=1)[CH3:46]. Procedure: In like manner a thickened, moldable intermediate is produced when appropriate amounts, as described herein, of 5-chloro-1-hexene, methylmaleic anhydride, a 1,2-epoxy octadecane, a 4:1 styrene-maleic anhydride copolymer and pyridine are heated to about 45° C. in the presence of t-butyl peroxypivalate. Also a thickened, moldable intermediate is produced when appropriate amounts of 1-octadecene, styrene, chloromaleic anhydride, 2,3 -epoxy-2-phenylhexane, a 1-hexene-maleic anhydride copolymer and N... The reactants are O=C([O-])[O-], O=C(OCc1ccccc1)c1cc2c(Br)cccc2n1Cc1ccccc1, CN1CCNCC1, [Cs+], [Cs+], O=C(C=Cc1ccccc1)C=Cc1ccccc1, O=C(C=Cc1ccccc1)C=Cc1ccccc1, C1COCCO1, O=C(C=Cc1ccccc1)C=Cc1ccccc1, [Pd], [Pd], c1ccc(P(c2ccccc2)c2ccc3ccccc3c2-c2c(P(c3ccccc3)c3ccccc3)ccc3ccccc23)cc1. The product is CN1CCN(c2cccc3c2cc(C(=O)OCc2ccccc2)n3Cc2ccccc2)CC1. RXN SMILES: [C:81](=[O:82])([O-:83])[O-:84].[CH2:1]([c:2]1[cH:3][cH:4][cH:5][cH:6][cH:7]1)[O:8][C:9](=[O:10])[c:11]1[n:12]([CH2:21][c:22]2[cH:23][cH:24][cH:25][cH:26][cH:27]2)[c:13]2[cH:14][cH:15][cH:16][c:17]([Br:20])[c:18]2[cH:19]1.[CH3:28][N:29]1[CH2:30][CH2:31][NH:32][CH2:33][CH2:34]1.[Cs+:85].[Cs+:86].[O:113]=[C:114]([CH:115]=[CH:116][c:117]1[cH:118][cH:119][cH:120][cH:121][cH:122]1)[CH:123]=[CH:124][c:125]1[cH:126][cH:127][cH:128][cH:129][cH:130]1.[O:131]=[C:132]([CH:133]=[CH:134][c:135]1[cH:136][cH:137][cH:138][cH:139][cH:140]1)[CH:141]=[CH:142][c:143]1[cH:144][cH:145][cH:146][cH:147][cH:148]1.[O:87]1[CH2:88][CH2:89][O:90][CH2:91][CH2:92]1.[O:95]=[C:96]([CH:97]=[CH:98][c:99]1[cH:100][cH:101][cH:102][cH:103][cH:104]1)[CH:105]=[CH:106][c:107]1[cH:108][cH:109][cH:110][cH:111][cH:112]1.[Pd:93].[Pd:94].[cH:35]1[cH:36][cH:37][c:38]([P:39]([c:40]2[cH:41][cH:42][c:43]3[c:44]([cH:45][cH:46][cH:47][cH:48]3)[c:49]2-[c:50]2[c:51]3[c:52]([cH:53][cH:54][cH:55][cH:56]3)[cH:57][cH:58][c:59]2[P:60]([c:61]2[cH:62][cH:63][cH:64][cH:65][cH:66]2)[c:67]2[cH:68][cH:69][cH:70][cH:71][cH:72]2)[c:73]2[cH:74][cH:75][cH:76][cH:77][cH:78]2)[cH:79][cH:80]1>>[CH2:1]([c:2]1[cH:3][cH:4][cH:5][cH:6][cH:7]1)[O:8][C:9](=[O:10])[c:11]1[n:12]([CH2:21][c:22]2[cH:23][cH:24][cH:25][cH:26][cH:27]2)[c:13]2[cH:14][cH:15][cH:16][c:17]([N:32]3[CH2:31][CH2:30][N:29]([CH3:28])[CH2:34][CH2:33]3)[c:18]2[cH:19]1. Reactants: ClC1=CC=C(C=C1)C1(C(C2=CC(=C(C(=C2C1=O)Cl)Cl)OC)=O)C (2-(p-chlorophenyl)-2-methyl-4,5-dichloro-6-methoxyindan-1,3-dione), Cl.N1=CC=CC=C1 (pyridine hydrochloride). The solvent is O (water). Reaction conditions: temperature 180 celsius. The product is ClC1=CC=C(C=C1)C1(C(C2=CC(=C(C(=C2C1=O)Cl)Cl)O)=O)C (2-(p-Chlorophenyl)-2-methyl-4,5-dichloro-6-hydroxyindan-1,3-dione). As a reaction SMILES: [Cl:1][C:2]1[CH:7]=[CH:6][C:5]([C:8]2([CH3:23])[C:16](=[O:17])[C:15]3[C:10](=[CH:11][C:12]([O:20]C)=[C:13]([Cl:19])[C:14]=3[Cl:18])[C:9]2=[O:22])=[CH:4][CH:3]=1.Cl.N1C=CC=CC=1>O>[Cl:1][C:2]1[CH:7]=[CH:6][C:5]([C:8]2([CH3:23])[C:16](=[O:17])[C:15]3[C:10](=[CH:11][C:12]([OH:20])=[C:13]([Cl:19])[C:14]=3[Cl:18])[C:9]2=[O:22])=[CH:4][CH:3]=1 |f:1.2|. Procedure: A stirred mixture of 2-(p-chlorophenyl)-2-methyl-4,5-dichloro-6-methoxyindan-1,3-dione (4.42 g., 0.012 mole) and pyridine hydrochloride (40 g.) is heated at 180°C. for 1 hour, then poured into water (500 ml.). The 2-(p-chlorophenyl)-2-methyl-4,5-dichloro-6-hydroxyindan-1,3-dione which separates is filtered and dried. Starting materials: Brc1ccc(OC2CN3CCC2CC3)cc1, CN(C)c1ccc(B(O)O)cc1. Yields the product CN(C)c1ccc(-c2ccc(OC3CN4CCC3CC4)cc2)cc1. Reaction SMILES: [Br:1][c:2]1[cH:3][cH:4][c:5]([O:6][CH:7]2[CH2:8][N:9]3[CH2:10][CH2:11][CH:12]2[CH2:13][CH2:14]3)[cH:15][cH:16]1.[CH3:17][N:18]([c:19]1[cH:20][cH:21][c:22]([B:25]([OH:26])[OH:27])[cH:23][cH:24]1)[CH3:28]>>[c:2]1(-[c:22]2[cH:21][cH:20][c:19]([N:18]([CH3:17])[CH3:28])[cH:24][cH:23]2)[cH:3][cH:4][c:5]([O:6][CH:7]2[CH2:8][N:9]3[CH2:10][CH2:11][CH:12]2[CH2:13][CH2:14]3)[cH:15][cH:16]1. Starting materials: C[Si](C)(C)CCOCn1c(C=O)nc2ccccc21, O=S(=O)(NCc1ccc(CNC2CCCc3cccnc32)cc1)c1ccccn1. Product: C[Si](C)(C)CCOCn1c(CN(Cc2ccc(CNS(=O)(=O)c3ccccn3)cc2)C2CCCc3cccnc32)nc2ccccc21. As a reaction SMILES: [CH3:30][Si:31]([CH2:32][CH2:33][O:34][CH2:35][n:36]1[c:37]([CH:45]=[O:46])[n:38][c:39]2[c:40]1[cH:41][cH:42][cH:43][cH:44]2)([CH3:47])[CH3:48].[n:1]1[cH:2][cH:3][cH:4][c:5]2[c:10]1[CH:9]([NH:11][CH2:12][c:13]1[cH:14][cH:15][c:16]([CH2:17][NH:18][S:19](=[O:20])(=[O:21])[c:22]3[n:23][cH:24][cH:25][cH:26][cH:27]3)[cH:28][cH:29]1)[CH2:8][CH2:7][CH2:6]2>>[n:1]1[cH:2][cH:3][cH:4][c:5]2[c:10]1[CH:9]([N:11]([CH2:12][c:13]1[cH:14][cH:15][c:16]([CH2:17][NH:18][S:19](=[O:20])(=[O:21])[c:22]3[n:23][cH:24][cH:25][cH:26][cH:27]3)[cH:28][cH:29]1)[CH2:45][c:37]1[n:36]([CH2:35][O:34][CH2:33][CH2:32][Si:31]([CH3:30])([CH3:47])[CH3:48])[c:40]3[c:39]([n:38]1)[cH:44][cH:43][cH:42][cH:41]3)[CH2:8][CH2:7][CH2:6]2.